This data is from the Open Reaction Database (ORD), a public repository of structured organic reaction records. The task is: describe an organic reaction: reactants, conditions, products, and yield The reactants are CC(N=[N+]=[N-])c1cccc(C(=O)OC(C)(C)C)c1, Cl, O, c1ccc(P(c2ccccc2)c2ccccc2)cc1, c1ccccc1. Product: CC(N)c1cccc(C(=O)OC(C)(C)C)c1. As a reaction SMILES: [C:1]([CH3:2])([CH3:3])([CH3:4])[O:5][C:6](=[O:7])[c:8]1[cH:9][c:10]([CH:14]([CH3:15])[N:16]=[N+:17]=[N-:18])[cH:11][cH:12][cH:13]1.[ClH:39].[OH2:19].[c:20]1([P:21]([c:22]2[cH:23][cH:24][cH:25][cH:26][cH:27]2)[c:28]2[cH:29][cH:30][cH:31][cH:32][cH:33]2)[cH:34][cH:35][cH:36][cH:37][cH:38]1.[cH:40]1[cH:41][cH:42][cH:43][cH:44][cH:45]1>>[C:1]([CH3:2])([CH3:3])([CH3:4])[O:5][C:6](=[O:7])[c:8]1[cH:9][c:10]([CH:14]([CH3:15])[NH2:16])[cH:11][cH:12][cH:13]1. Reactants: O (water), O=P12OP3(=O)OP(=O)(O1)OP(=O)(O2)O3 (phosphorus pentoxide), C[Si](O[Si](C)(C)C)(C)C (hexamethyldisiloxane), N(=[N+]=[N-])C=1C(=CC(=C(C1)N1C(N(C(=CC1=O)C(F)(F)F)C)=O)F)Cl (3-(5-azido-4-chloro-2-fluorophenyl)-1-methyl-6-trifluoromethyl-2,4-(1H,3H)pyrimidinedione), C(C)(=O)O (acetic acid). Product: CC=1OC2=C(N1)C(=CC(=C2N2C(N(C(=CC2=O)C(F)(F)F)C)=O)F)Cl (3-(2-methyl-4-chloro-6-fluorobenzoxazol-7-yl)-1-methyl-6-trifluoromethyl-2,4-(1H,3H)pyrimidinedione). RXN SMILES: O=P12OP3(OP(OP(O3)(O1)=O)(=O)O2)=O.C[Si](C)(C)O[Si](C)(C)C.[N:24]([C:27]1[C:28]([Cl:47])=[CH:29][C:30]([F:46])=[C:31]([N:33]2[C:38](=[O:39])[CH:37]=[C:36]([C:40]([F:43])([F:42])[F:41])[N:35]([CH3:44])[C:34]2=[O:45])[CH:32]=1)=[N+]=[N-].O.[C:49](O)(=[O:51])[CH3:50]>>[CH3:50][C:49]1[O:51][C:32]2[C:31]([N:33]3[C:38](=[O:39])[CH:37]=[C:36]([C:40]([F:43])([F:42])[F:41])[N:35]([CH3:44])[C:34]3=[O:45])=[C:30]([F:46])[CH:29]=[C:28]([Cl:47])[C:27]=2[N:24]=1. Procedure details: Under a nitrogen atmosphere a stirred solution of 4.0 grams (28 mmole) of phosphorus pentoxide and 10 mL (47 mmole) of hexamethyldisiloxane was heated at 90° C. for 30 minutes. To this was added dropwise during a 5.0 minute period a solution of 0.80 gram (2.2 mmole) of 3-(5-azido-4-chloro-2-fluorophenyl)-1-methyl-6-trifluoromethyl-2,4-(1H,3H)pyrimidinedione in 5.0 mL of acetic acid. Upon completion of the addition the reaction mixture was heated at reflux for 5.0 hours, cooled to ambient tempera... The reactants are CC=1C=C(C(=NC1C(=O)N1CCC(CC1)N1CCCC1)N(S(=O)(=O)C)S(=O)(=O)C)C1=CC(=CC=C1)C(F)(F)F (N-{5-methyl-6-[(4-pyrrolidin-1-ylpiperidin-1-yl)carbonyl]-3-[3-(trifluoromethyl)phenyl]pyridin-2-yl}-N-(methylsulfonyl)methanesulfonamide), CC=1C=C(C(=NC1C(=O)N1CCC(CC1)N1CCCC1)N(S(=O)(=O)C)S(=O)(=O)C)C1=CC(=CC=C1)C(F)(F)F (N-{5-methyl-6-[(4-pyrrolidin-1-ylpiperidin-1-yl)carbonyl]-3-[3-(trifluoromethyl)phenyl]pyridin-2-yl}-N-(methylsulfonyl)methanesulfonamide), [F-].C(CCC)[N+](CCCC)(CCCC)CCCC (tetrabutylammonium fluoride). Solvent: C1CCOC1 (THF). Reaction conditions: time 4 day. The product is CC=1C=C(C(=NC1C(=O)N1CCC(CC1)N1CCCC1)NS(=O)(=O)C)C1=CC(=CC=C1)C(F)(F)F (N-[5-Methyl-6-(4-pyrrolidin-1-yl-piperidine-1-carbonyl)-3-(3-trifluoromethyl-phenyl)-pyridin-2-yl]-methanesulfonamide). Yield: 67.6%. Reaction SMILES: [CH3:1][C:2]1[CH:3]=[C:4]([C:30]2[CH:35]=[CH:34][CH:33]=[C:32]([C:36]([F:39])([F:38])[F:37])[CH:31]=2)[C:5]([N:21](S(C)(=O)=O)[S:22]([CH3:25])(=[O:24])=[O:23])=[N:6][C:7]=1[C:8]([N:10]1[CH2:15][CH2:14][CH:13]([N:16]2[CH2:20][CH2:19][CH2:18][CH2:17]2)[CH2:12][CH2:11]1)=[O:9].[F-].C([N+](CCCC)(CCCC)CCCC)CCC>C1COCC1>[CH3:1][C:2]1[CH:3]=[C:4]([C:30]2[CH:35]=[CH:34][CH:33]=[C:32]([C:36]([F:39])([F:37])[F:38])[CH:31]=2)[C:5]([NH:21][S:22]([CH3:25])(=[O:23])=[O:24])=[N:6][C:7]=1[C:8]([N:10]1[CH2:11][CH2:12][CH:13]([N:16]2[CH2:20][CH2:19][CH2:18][CH2:17]2)[CH2:14][CH2:15]1)=[O:9] |f:1.2|. Procedure: To a solution of 0.13 g (0.2 mmol) of N-{5-methyl-6-[(4-pyrrolidin-1-ylpiperidin-1-yl)carbonyl]-3-[3-(trifluoromethyl)phenyl]pyridin-2-yl}-N-(methylsulfonyl)methanesulfonamide (intermediate 4) in 2.0 ml of THF was added 0.2 ml (0.2 mmol) of a tetrabutylammonium fluoride solution (1M in THF) and the reaction mixture was subsequently heated up to reflux. After 4 days, the solvent was evaporated and the crude product purified by flash column chromatography (CH2Cl2/MeOH 98:2 to 4:1) to give 0.069 g ... Starting materials: CCN=C=NCCCN(C)C, CC(C)N1CCC(C(=O)O)CC1, CN(C)C=O, CN(C)c1ccncc1, ClCCl, Cl, CC(C)(C)c1cnc(CSc2cnc(N)s2)o1, O. Product: CC(C)N1CCC(C(=O)Nc2ncc(SCc3ncc(C(C)(C)C)o3)s2)CC1. As a reaction SMILES: [CH3:2][N:3]([CH3:4])[CH2:5][CH2:6][CH2:7][N:8]=[C:9]=[N:10][CH2:11][CH3:12].[CH3:30][CH:31]([CH3:32])[N:33]1[CH2:34][CH2:35][CH:36]([C:39](=[O:40])[OH:41])[CH2:37][CH2:38]1.[CH3:42][N:43]([CH3:44])[CH:45]=[O:46].[CH3:47][N:48]([CH3:49])[c:50]1[cH:51][cH:52][n:53][cH:54][cH:55]1.[Cl:57][CH2:58][Cl:59].[ClH:1].[NH2:13][c:14]1[s:15][c:16]([S:19][CH2:20][c:21]2[o:22][c:23]([C:26]([CH3:27])([CH3:28])[CH3:29])[cH:24][n:25]2)[cH:17][n:18]1.[OH2:56]>>[NH:13]([c:14]1[s:15][c:16]([S:19][CH2:20][c:21]2[o:22][c:23]([C:26]([CH3:27])([CH3:28])[CH3:29])[cH:24][n:25]2)[cH:17][n:18]1)[C:39]([CH:36]1[CH2:35][CH2:34][N:33]([CH:31]([CH3:30])[CH3:32])[CH2:38][CH2:37]1)=[O:40].